This data is from the Open Reaction Database (ORD), a public repository of structured organic reaction records. The task is: describe an organic reaction: reactants, conditions, products, and yield Starting materials: [OH-].[Na+] (NaOH), C (DARCO), CO (MeOH), OC=1C=C(C(=O)OC)C=CC1C#C[Si](C)(C)C (Methyl 3-hydroxy-4-[(trimethylsilyl)ethynyl]benzoate). Reagents/catalysts: [Cu]I (CuI). Run in CCO.CCN(CC)CC (EtOH Et3N). Reaction conditions: temperature 75 celsius, time 8 hour. Yields the product O1C=CC2=C1C=C(C=C2)C(=O)O (benzofuran-6-carboxylic acid). Yield: 93.3%. Reaction SMILES: [OH:1][C:2]1[CH:3]=[C:4]([CH:9]=[CH:10][C:11]=1[C:12]#[C:13][Si](C)(C)C)[C:5]([O:7]C)=[O:6].C.CO.[OH-].[Na+]>CCO.CCN(CC)CC.[Cu]I>[O:1]1[C:2]2[CH:3]=[C:4]([C:5]([OH:7])=[O:6])[CH:9]=[CH:10][C:11]=2[CH:12]=[CH:13]1 |f:3.4,5.6|. Reported procedure: Methyl 3-hydroxy-4-[(trimethylsilyl)ethynyl]benzoate (3.0 g, 12.1 mmol) is dissolved in 1:1 EtOH/Et3N (30 mL), is treated with CuI (114 mg, 0.6 mmol), and the reaction is warmed to 75° C. for 3 h. The mixture is treated with DARCO and MeOH (15 mL) and heated to reflux for 1 h. The reaction is filtered through a fine fritted-glass funnel, the filtrate is treated with 3N NaOH (24.2 ml, 72.5 mmol), and the mixture is stirred overnight at RT. The mixture is concentrated to dryness, the residue is di...